From a dataset of the Open Reaction Database (ORD), a public repository of structured organic reaction records. describe an organic reaction: reactants, conditions, products, and yield Reactants: BrC1=CC2=C(N=C(S2)[C@@H]2C[C@H](C2)N2[C@@H](CCC2)C)C=C1 (Trans-6-bromo-2-{3-[(2R)-2-methylpyrrolidin-1-yl]cyclobutyl}-1,3-benzothiazole), CC1=NC(=CC=C1B1OC(C(O1)(C)C)(C)C)C (2,6-Dimethyl-3-(4,4,5,5-tetramethyl-[1,3,2]dioxaborolan-2-yl)-pyridine), N1=CN=CC(=C1)B(O)O (pyrimidine-5-boronic acid). Product: CC1=NC(=CC=C1C1=CC2=C(N=C(S2)[C@@H]2C[C@@H](C2)N2[C@@H](CCC2)C)C=C1)C (Cis-6-(2,6-dimethylpyridin-3-yl)-2-{3-[(2R)-2-methylpyrrolidin-1-yl]cyclobutyl}-1,3-benzothiazole). Reaction SMILES: Br[C:2]1[CH:20]=[CH:19][C:5]2[N:6]=[C:7]([C@H:9]3[CH2:12][C@H:11]([N:13]4[CH2:17][CH2:16][CH2:15][C@H:14]4[CH3:18])[CH2:10]3)[S:8][C:4]=2[CH:3]=1.[CH3:21][C:22]1[C:27](B2OC(C)(C)C(C)(C)O2)=[CH:26][CH:25]=[C:24]([CH3:37])[N:23]=1.N1C=C(B(O)O)C=NC=1>>[CH3:21][C:22]1[C:27]([C:2]2[CH:20]=[CH:19][C:5]3[N:6]=[C:7]([C@H:9]4[CH2:12][C@@H:11]([N:13]5[CH2:17][CH2:16][CH2:15][C@H:14]5[CH3:18])[CH2:10]4)[S:8][C:4]=3[CH:3]=2)=[CH:26][CH:25]=[C:24]([CH3:37])[N:23]=1. Procedure details: The title compound was prepared according to the procedure described in Example 1F, substituting the product of Example 17A for the product of Example 1E and substituting the product of Example 2A for pyrimidine-5-boronic acid. 1H NMR (400 MHz, CDCl3) δ ppm 7.99 (d, J=8.29 Hz, 1H) 7.76 (d, J=1.84 Hz, 1H) 7.45 (d, J=7.67 Hz, 1H) 7.38 (dd, J=8.44, 1.69 Hz, 1H) 7.06 (d, J=7.36 Hz, 1H) 3.57-3.70 (m, 1H) 3.14-3.29 (m, 1H) 2.99-3.13 (m, 1H) 2.73-2.85 (m, 1H) 2.59 (s, 3H) 2.49 (s, 3H) 2.28-2.67 (m, 5H)... The reactants are C1C(CC2=CC=CC=C12)=CC(=O)OCC (ethyl 1,3-dihydro-2H-inden-2-ylideneacetate). Reagents/catalysts: [Pd] (Pd/C). Solvent: CCOC(=O)C (EtOAc). Product: C1C(CC2=CC=CC=C12)CC(=O)OCC (Ethyl 2,3-dihydo-1H-inden-2-ylacetate). Isolated yield 93.6%. Reaction SMILES: [CH2:1]1[C:9]2[C:4](=[CH:5][CH:6]=[CH:7][CH:8]=2)[CH2:3][C:2]1=[CH:10][C:11]([O:13][CH2:14][CH3:15])=[O:12]>CCOC(C)=O.[Pd]>[CH2:3]1[C:4]2[C:9](=[CH:8][CH:7]=[CH:6][CH:5]=2)[CH2:1][CH:2]1[CH2:10][C:11]([O:13][CH2:14][CH3:15])=[O:12]. Reported procedure: To a solution of ethyl 1,3-dihydro-2H-inden-2-ylideneacetate (302 mg, 1.49 mmol) in EtOAc (10 mL) was added 5% Pd/C (76 mg) and H2 was bubbled through the slurry for 20 h. The slurry was then filtered through Celite and the organic solution was concentrated in vacuo. Ethyl 2,3-dihydo-1H-inden-2-ylacetate (285 mg, 94%) was isolated as a colorless oil without purification. Reactants: C=CCCCCBr, C1COCCN1, CCCCCC, COCCOC, [I-], [Na+]. The product is C=CCCCCN1CCOCC1. As a reaction SMILES: [Br:1][CH2:2][CH2:3][CH2:4][CH2:5][CH:6]=[CH2:7].[CH2:8]1[CH2:9][O:10][CH2:11][CH2:12][NH:13]1.[CH3:16][CH2:17][CH2:18][CH2:19][CH2:20][CH3:21].[CH3:22][O:23][CH2:24][CH2:25][O:26][CH3:27].[I-:15].[Na+:14]>>[CH2:2]([CH2:3][CH2:4][CH2:5][CH:6]=[CH2:7])[N:13]1[CH2:8][CH2:9][O:10][CH2:11][CH2:12]1.